Dataset: the Open Reaction Database (ORD), a public repository of structured organic reaction records. Task: describe an organic reaction: reactants, conditions, products, and yield The reactants are [Al+3], CCC(CC)C(=O)Cl, Cc1cccc(C)c1-c1cc2cc[nH]c2cn1, [Cl-], [Cl-], [Cl-], [Cl-], ClCCl, [Na+]. Reaction SMILES: [Al+3:10].[CH2:1]([CH3:2])[CH:3]([C:4](=[O:5])[Cl:6])[CH2:7][CH3:8].[CH3:13][c:14]1[c:15](-[c:21]2[cH:22][c:23]3[c:24]([cH:25][n:26]2)[nH:27][cH:28][cH:29]3)[c:16]([CH3:20])[cH:17][cH:18][cH:19]1.[Cl-:11].[Cl-:12].[Cl-:30].[Cl-:9].[Cl:32][CH2:33][Cl:34].[Na+:31]>>[CH2:1]([CH3:2])[CH:3]([C:4](=[O:5])[c:29]1[c:23]2[cH:22][c:21](-[c:15]3[c:14]([CH3:13])[cH:19][cH:18][cH:17][c:16]3[CH3:20])[n:26][cH:25][c:24]2[nH:27][cH:28]1)[CH2:7][CH3:8]. The product is CCC(CC)C(=O)c1c[nH]c2cnc(-c3c(C)cccc3C)cc12. Reactants: BrC1=C(CN2C(C=CC3=C2N=C(N=C3)SC)=O)C=CC=C1 (8-(2-bromobenzyl)-2-(methylthio)pyrido[2,3-d]pyrimidin-7(8H)-one), OOS(=O)[O-].[K+] (Oxone), CO (methanol). Run in O (water). Conditions: time 18 hour. Yields the product BrC1=C(CN2C(C=CC3=C2N=C(N=C3)S(=O)(=O)C)=O)C=CC=C1 (8-(2-bromobenzyl)-2-(methylsulfonyl)pyrido[2,3-d]pyrimidin-7(8H)-one). Isolated yield 65.0%. Reaction SMILES: [Br:1][C:2]1[CH:21]=[CH:20][CH:19]=[CH:18][C:3]=1[CH2:4][N:5]1[C:10]2[N:11]=[C:12](SC)[N:13]=[CH:14][C:9]=2[CH:8]=[CH:7][C:6]1=[O:17].O[O:23][S:24]([O-:26])=O.[K+].[CH3:28]O>O>[Br:1][C:2]1[CH:21]=[CH:20][CH:19]=[CH:18][C:3]=1[CH2:4][N:5]1[C:10]2[N:11]=[C:12]([S:24]([CH3:28])(=[O:26])=[O:23])[N:13]=[CH:14][C:9]=2[CH:8]=[CH:7][C:6]1=[O:17] |f:1.2|. Procedure details: To a solution of 8-(2-bromobenzyl)-2-(methylthio)pyrido[2,3-d]pyrimidin-7(8H)-one (0.24 g, 0.66 mmol) in methanol (20 mL) was added the solution of Oxone (720 mg, 1.17 mmol) in water (10 mL). The mixture was stirred for 18 h, then evaporated to dryness. The residue was dissolved in the mixture of dichloromethane (20 mL) and water (20 mL), separated, and the aqueous layer was extracted with dichloromethane (1×20 mL), and the combined organic layers were dried over sodium sulfate, filtered and con...